Dataset: the Open Reaction Database (ORD), a public repository of structured organic reaction records. Task: describe an organic reaction: reactants, conditions, products, and yield The reactants are C(C)(C)(C)OC(=O)N1[C@H](CCC1)C=C (Tert-butyl-(2R)-2-vinylpyrrolidine-1-carboxylate), [H][H] (hydrogen). The reagents and catalysts are [Pd] (palladium on carbon), catalyst. Solvent: CO (methanol). Conditions: time 8 hour. Yields the product C(C)[C@@H]1N(CCC1)C(=O)OC(C)(C)C (tert-butyl (2S)-2-ethylpyrrolidine-1-carboxylate). Yield: 84.4%. RXN SMILES: [C:1]([O:5][C:6]([N:8]1[CH2:12][CH2:11][CH2:10][C@@H:9]1[CH:13]=[CH2:14])=[O:7])([CH3:4])([CH3:3])[CH3:2].[H][H]>CO.[Pd]>[CH2:13]([C@H:9]1[CH2:10][CH2:11][CH2:12][N:8]1[C:6]([O:5][C:1]([CH3:2])([CH3:4])[CH3:3])=[O:7])[CH3:14]. Reported procedure: Tert-butyl-(2R)-2-vinylpyrrolidine-1-carboxylate (0.21 g, 1.07 mmol) was dissolved in methanol (10 mL) with palladium on carbon, 10% catalyst (0.046 g, 20% by wt.) and subjected to a hydrogen atmosphere via balloon. The reaction was run overnight and filtered through Celite and concentrated in vacuo to yield tert-butyl (2S)-2-ethylpyrrolidine-1-carboxylate (0.18 g, HPLC RT=3.00 min.). LC-MS m/z (minus t-butyl+CH3CN+1)=185. 1H NMR (CD3OD, 400 Mhz) 3.67-3.63 ppm (m, 1H), 3.36-3.30 (m, 2H), 1.92-1....